From a dataset of the Open Reaction Database (ORD), a public repository of structured organic reaction records. describe an organic reaction: reactants, conditions, products, and yield Reactants: ClC=1C2=CC(=CC=C2N=C2CCCCC12)CCCCCCCCCCCC (9-Chloro-7-dodecyl-1,2,3,4-tetrahydroacridine), C(C1=CC=CC=C1)N (benzylamine), CCOCC (Et2O), [OH-].[Na+] (NaOH). Run in C1(=CC=CC=C1)O (phenol). Product: Cl.C(C1=CC=CC=C1)NC=1C2=CC(=CC=C2N=C2CCCCC12)CCCCCCCCCCCC (9-Benzylamino-7-dodecyl-1,2,3,4-tetrahydroacridine hydrochloride). Reaction SMILES: [Cl:1][C:2]1[C:3]2[C:8]([N:9]=[C:10]3[C:15]=1[CH2:14][CH2:13][CH2:12][CH2:11]3)=[CH:7][CH:6]=[C:5]([CH2:16][CH2:17][CH2:18][CH2:19][CH2:20][CH2:21][CH2:22][CH2:23][CH2:24][CH2:25][CH2:26][CH3:27])[CH:4]=2.[CH2:28]([NH2:35])[C:29]1[CH:34]=[CH:33][CH:32]=[CH:31][CH:30]=1.CCOCC.[OH-].[Na+]>C1(O)C=CC=CC=1>[ClH:1].[CH2:28]([NH:35][C:2]1[C:3]2[C:8]([N:9]=[C:10]3[C:15]=1[CH2:14][CH2:13][CH2:12][CH2:11]3)=[CH:7][CH:6]=[C:5]([CH2:16][CH2:17][CH2:18][CH2:19][CH2:20][CH2:21][CH2:22][CH2:23][CH2:24][CH2:25][CH2:26][CH3:27])[CH:4]=2)[C:29]1[CH:34]=[CH:33][CH:32]=[CH:31][CH:30]=1 |f:3.4,6.7|. Procedure: 9-Chloro-7-dodecyl-1,2,3,4-tetrahydroacridine (2.85 g) was heated at 150° in 60 mL of phenol containing 2.46 g of benzylamine. After 3 hours the reaction mixture was distributed between Et2O and 10% NaOH aqueous solution. The organic phase was washed once more with 10% NaOH, once with H2O, and then treated with 5% HCl. The insoluble hydrochloride was filtered off and recrystallized from isopropanol to give 2.15 g of analytically pure product, mp 194°-195°. As a reaction SMILES: [Br:1][c:2]1[cH:3][cH:4][c:5](-[c:8]2[n:9][cH:10][nH:11][c:12]2-[c:13]2[cH:14][cH:15][c:16]([Br:19])[cH:17][cH:18]2)[cH:6][cH:7]1.[Br:20][CH2:21][CH2:22][CH2:23][CH2:24][CH2:25][CH2:26][CH2:27][C:28](=[O:29])[O:30][CH2:31][CH3:32].[CH3:39][C:40](=[O:41])[CH2:42][CH3:43].[K+:33].[K+:34].[O-:35][C:36]([O-:37])=[O:38]>>[Br:1][c:2]1[cH:3][cH:4][c:5](-[c:8]2[n:9]([CH2:21][CH2:22][CH2:23][CH2:24][CH2:25][CH2:26][CH2:27][C:28](=[O:29])[O:30][CH2:31][CH3:32])[cH:10][n:11][c:12]2-[c:13]2[cH:14][cH:15][c:16]([Br:19])[cH:17][cH:18]2)[cH:6][cH:7]1. The product is CCOC(=O)CCCCCCCn1cnc(-c2ccc(Br)cc2)c1-c1ccc(Br)cc1. Starting materials: Brc1ccc(-c2nc[nH]c2-c2ccc(Br)cc2)cc1, CCOC(=O)CCCCCCCBr, CCC(C)=O, [K+], [K+], O=C([O-])[O-]. Starting materials: Nc1cc(Br)cc(C(F)(F)F)c1, CS(=O)(=O)Cl, c1ccncc1. Product: CS(=O)(=O)Nc1cc(Br)cc(C(F)(F)F)c1. Reaction SMILES: [Br:1][c:2]1[cH:3][c:4]([NH2:5])[cH:6][c:7]([C:9]([F:10])([F:11])[F:12])[cH:8]1.[CH3:13][S:14]([Cl:15])(=[O:16])=[O:17].[cH:18]1[cH:19][cH:20][n:21][cH:22][cH:23]1>>[Br:1][c:2]1[cH:3][c:4]([NH:5][S:14]([CH3:13])(=[O:16])=[O:17])[cH:6][c:7]([C:9]([F:10])([F:11])[F:12])[cH:8]1. Starting materials: FC(C(=O)N(C)C1CCC(CC1)O)(F)F (2,2,2-Trifluoro-N-(4-hydroxy-cyclohexyl)-N-methyl-acetamide). Solvent: Cl (HCl), O (water). Product: CN[C@@H]1CC[C@H](CC1)O (trans-4-Methylamino-cyclohexanol). Yield: 126.4%. Reaction SMILES: FC(F)(F)[C:3]([N:5]([CH:7]1[CH2:12][CH2:11][CH:10]([OH:13])[CH2:9][CH2:8]1)C)=O>Cl.O>[CH3:3][NH:5][C@H:7]1[CH2:12][CH2:11][C@H:10]([OH:13])[CH2:9][CH2:8]1. Procedure details: 2 g of 2,2,2-trifluoro-N-(4-hydroxy-cyclohexyl)-N-methyl-acetamide (149) were suspended in 10 mL of 1 N HCl and heated in a microwave at 150° until conversion was complete. The resulting solution was lyophilized and the residue was taken up in water and lyophilized again, twice to yield 1.45 g of 4-methylamino-cyclohexanol (150). Rt=0.13 min (Method C). Detected mass: 130.3 (M+H+).